From a dataset of the Open Reaction Database (ORD), a public repository of structured organic reaction records. describe an organic reaction: reactants, conditions, products, and yield The reactants are [BH4-].[Na+] (sodium borohydride), C(C)(=O)C12CC3(CC(CC(C1)C3)C2)C(C)=O (1,3-diacetyladamantane), CO (methanol), [OH-].[Na+] (sodium hydroxide), resultant mixture, hydrochloric ac4d aqueous solution. Run in O (water). Run at time 30 minute. Product: OC(C)C12CC3(CC(CC(C1)C3)C2)C(C)O (1,3-bis(1-hydroxyethyl)adamantane). Yield: 96.4%. As a reaction SMILES: [BH4-].[Na+].[C:3]([C:6]12[CH2:15][CH:10]3[CH2:11][CH:12]([CH2:14][C:8]([C:16](=[O:18])[CH3:17])([CH2:9]3)[CH2:7]1)[CH2:13]2)(=[O:5])[CH3:4].CO.[OH-].[Na+]>O>[OH:5][CH:3]([C:6]12[CH2:15][CH:10]3[CH2:11][CH:12]([CH2:14][C:8]([CH:16]([OH:18])[CH3:17])([CH2:9]3)[CH2:7]1)[CH2:13]2)[CH3:4] |f:0.1,4.5|. Procedure details: A total of 1 g of sodium borohydride was slowly added to a mixture of 5.6 g of 1,3-diacetyladamantane, 20 ml of methanol, and 3 ml of 0.1 N sodium hydroxide aqueous solution on a water bath. After stirring for 30 minutes at room temperature, the resultant mixture was neutralized with a 1 N hydrochloric ac4d aqueous solution. To the neutralized mixture was added 50 ml of water, and the resultant mixture was extracted with three portions of 100 ml of ethyl acetate. The obtained organic layer was c... The reactants are CC(=O)SCCCNC(=O)OC(C)(C)C, C1CCOC1, CI, [H-], [Na+]. Product: CC(=O)SCCCN(C)C(=O)OC(C)(C)C. RXN SMILES: [C:3]([CH3:4])([S:5][CH2:6][CH2:7][CH2:8][NH:9][C:10](=[O:11])[O:12][C:13]([CH3:14])([CH3:15])[CH3:16])=[O:17].[CH2:20]1[O:21][CH2:22][CH2:23][CH2:24]1.[CH3:18][I:19].[H-:2].[Na+:1]>>[C:3]([CH3:4])([S:5][CH2:6][CH2:7][CH2:8][N:9]([C:10](=[O:11])[O:12][C:13]([CH3:14])([CH3:15])[CH3:16])[CH3:18])=[O:17].